This data is from the Open Reaction Database (ORD), a public repository of structured organic reaction records. The task is: describe an organic reaction: reactants, conditions, products, and yield Starting materials: [H-].[Na+] (Sodium hydride), C1(=CC=CC=C1)C=1NC(=O)C2=CC=CC=C2C1 (3-phenylisocarbostyril), COC=1C=C(C=CC1OC)S(=O)(=O)Cl (3,4-Dimethoxybenzenesulphonylchloride). Run in CN(C=O)C (N,N-dimethylformamide). Reaction conditions: temperature 0 celsius, time 5 minute. The product is COC=1C=C(C=CC1OC)S(=O)(=O)N1C(=O)C2=CC=CC=C2C=C1C1=CC=CC=C1 (N-(3,4-Dimethoxybenzenesulphonyl)-3-phenylisocarbostyril). The yield is 46.7%. RXN SMILES: [C:1]1([C:7]2[NH:8][C:9]([C:11]3[C:16]([CH:17]=2)=[CH:15][CH:14]=[CH:13][CH:12]=3)=[O:10])[CH:6]=[CH:5][CH:4]=[CH:3][CH:2]=1.[H-].[Na+].[CH3:20][O:21][C:22]1[CH:23]=[C:24]([S:30](Cl)(=[O:32])=[O:31])[CH:25]=[CH:26][C:27]=1[O:28][CH3:29]>CN(C)C=O>[CH3:20][O:21][C:22]1[CH:23]=[C:24]([S:30]([N:8]2[C:7]([C:1]3[CH:2]=[CH:3][CH:4]=[CH:5][CH:6]=3)=[CH:17][C:16]3[C:11](=[CH:12][CH:13]=[CH:14][CH:15]=3)[C:9]2=[O:10])(=[O:31])=[O:32])[CH:25]=[CH:26][C:27]=1[O:28][CH3:29] |f:1.2|. Procedure details: A solution of 3-phenylisocarbostyril (0.1 g) in N,N-dimethylformamide (2 ml) was cooled to 0° C. under an inert atmosphere. Sodium hydride (0.019 g) was added and the resulting mixture stirred at 0° C. for 5 minutes. 3,4-Dimethoxybenzenesulphonylchloride (0.107 g) was added over a 3 minute period, with continued stirring at 0° C. for a further 15 minutes. The reaction mixture was warmed to room temperature and stirred for 24 hours. The DMF was evaporated under high vacuum and the residue partiti... Starting materials: COCC1(C)Cc2c(Oc3ccc(S(C)(=O)=O)c(F)c3)cc(C(=O)OC(C)(C)C)cc2O1, Cn1ccc(N)n1. Product: COCC1(C)Cc2c(Oc3ccc(S(C)(=O)=O)c(F)c3)cc(C(=O)Nc3ccn(C)n3)cc2O1. RXN SMILES: [C:1]([O:2][C:6](=[O:7])[c:8]1[cH:9][c:10]2[c:11]([c:19]([O:21][c:22]3[cH:23][c:24]([F:32])[c:25]([S:28](=[O:29])(=[O:30])[CH3:31])[cH:26][cH:27]3)[cH:20]1)[CH2:12][C:13]([CH3:15])([CH2:16][O:17][CH3:18])[O:14]2)([CH3:3])([CH3:4])[CH3:5].[NH2:33][c:34]1[n:35][n:36]([CH3:39])[cH:37][cH:38]1>>[C:6](=[O:7])([c:8]1[cH:9][c:10]2[c:11]([c:19]([O:21][c:22]3[cH:23][c:24]([F:32])[c:25]([S:28](=[O:29])(=[O:30])[CH3:31])[cH:26][cH:27]3)[cH:20]1)[CH2:12][C:13]([CH3:15])([CH2:16][O:17][CH3:18])[O:14]2)[NH:33][c:34]1[n:35][n:36]([CH3:39])[cH:37][cH:38]1. Reactants: O1C(CC2(CC1=O)C1=CC=CC=C1OC=1C=CC=CC12)=O (xanthene-9-spiro-4'-tetrahydropyran-2',6'-dione), CN (methylamine), Cl (hydrochloric acid). The product is CN1C(CC2(CC1=O)C1=CC=CC=C1OC=1C=CC=CC12)=O (1'-methylxanthene-9-spiro-4'-piperidin-2',6'-dione). Reaction SMILES: [O:1]1[C:6](=[O:7])[CH2:5][C:4]2([C:20]3[CH:19]=[CH:18][CH:17]=[CH:16][C:15]=3[O:14][C:13]3[C:8]2=[CH:9][CH:10]=[CH:11][CH:12]=3)[CH2:3][C:2]1=O.[CH3:22][NH2:23].Cl>>[CH3:22][N:23]1[C:2](=[O:1])[CH2:3][C:4]2([C:20]3[CH:19]=[CH:18][CH:17]=[CH:16][C:15]=3[O:14][C:13]3[C:8]2=[CH:9][CH:10]=[CH:11][CH:12]=3)[CH2:5][C:6]1=[O:7]. Procedure: This anhydride is treated with excess aqueous methylamine at room temperature. After ten minutes, the solution is acidified with dilute hydrochloric acid and the monoacid-monoamide is filtered and dried. Without further purification it is treated with excess acetic anhydride at reflux for 0.5 hours, and the reaction mixture then poured into cold aqueous sodium bicarbonate. The product, extracted with ethyl acetate, is chromatographed on silica gel and eluted with 2% ethyl acetate-petroleum ether... The reactants are C(#N)C1=C(C=CC=C1)C1=CC=C(C=C1)C=O (2'-cyanobiphenyl-4-carbaldehyde), Cl.COC([C@@H](N)CCC)=O ((L)-norvaline methyl ester hydrochloride), C(#N)[BH3-].[Na+] (sodium cyanoborohydride). Product: COC([C@@H](NCC1=CC=C(C=C1)C1=C(C=CC=C1)C#N)CCC)=O (N-[(2'-cyanobiphenyl-4-yl)methyl]-(L)-norvaline methyl ester). As a reaction SMILES: [C:1]([C:3]1[CH:8]=[CH:7][CH:6]=[CH:5][C:4]=1[C:9]1[CH:14]=[CH:13][C:12]([CH:15]=O)=[CH:11][CH:10]=1)#[N:2].Cl.[CH3:18][O:19][C:20](=[O:26])[C@H:21]([CH2:23][CH2:24][CH3:25])[NH2:22].C([BH3-])#N.[Na+]>>[CH3:18][O:19][C:20](=[O:26])[C@H:21]([CH2:23][CH2:24][CH3:25])[NH:22][CH2:15][C:12]1[CH:11]=[CH:10][C:9]([C:4]2[CH:5]=[CH:6][CH:7]=[CH:8][C:3]=2[C:1]#[N:2])=[CH:14][CH:13]=1 |f:1.2,3.4|. Procedure: The starting material can be obtained, for example, analogously to Example 1b): The reaction of 2.0 g of 2'-cyanobiphenyl-4-carbaldehyde, 9.6 g of molecular sieve 5 A, 1.34 g of (L)-norvaline methyl ester hydrochloride and 680 mg of sodium cyanoborohydride yields N-[(2'-cyanobiphenyl-4-yl)methyl]-(L)-norvaline methyl ester after flash chromatography (N3). 1H-NMR (DMSO): 0.83 ppm (t, 3H), 1.33 ppm (m, 2H), 1.55 ppm (m, 2H), 3.62 ppm (s, 3H), 3.1 ppm (m, 1H), 7.3-8 ppm aromatics. The reactants are ClCCl, CS(=O)(=O)O, O=C1CCc2cc(F)cc(F)c21, [N-]=[N+]=[N-], [Na+], [Na+], [OH-]. The product is O=C1NCCc2cc(F)cc(F)c21. As a reaction SMILES: [CH2:24]([Cl:25])[Cl:26].[CH3:13][S:14](=[O:15])(=[O:16])[OH:17].[F:1][c:2]1[cH:3][c:4]2[c:8]([c:9]([F:11])[cH:10]1)[C:7](=[O:12])[CH2:6][CH2:5]2.[N-:19]=[N+:20]=[N-:21].[Na+:18].[Na+:23].[OH-:22]>>[F:1][c:2]1[cH:3][c:4]2[c:8]([c:9]([F:11])[cH:10]1)[C:7](=[O:12])[NH:19][CH2:6][CH2:5]2. Starting materials: NC(C=1SC=CC1)=NC1=CC(=C(C=C1)N1CCN(CC1)C(=O)NCCCCC1SSCC1)C (4-(4-{[-amino(2-thienyl)methylidene]amino}-2-methylphenyl)-N-[4-(1,2-dithiolan-3-yl)butyl]-1-piperazinecarboxamide), FC=1C=CC(=C(C1)C)[N+](=O)[O-] (5-fluoro-2-nitrotoluene). Yields the product NC(C=1SC=CC1)=NC1=C(C=C(C=C1)N1CCN(CC1)C(=O)NCCCCC1SSCC1)C (4-(4-{[amino(2-thienyl)methylidene]amino}-3-methylphenyl)-N-[4-(1,2-dithiolan-3-yl)butyl]-1-piperazinecarboxamide). The yield is 16.0%. Reaction SMILES: [NH2:1][C:2](=[N:8][C:9]1[CH:14]=[CH:13][C:12]([N:15]2[CH2:20][CH2:19][N:18]([C:21]([NH:23][CH2:24][CH2:25][CH2:26][CH2:27][CH:28]3[CH2:32][CH2:31][S:30][S:29]3)=[O:22])[CH2:17][CH2:16]2)=[C:11](C)[CH:10]=1)[C:3]1[S:4][CH:5]=[CH:6][CH:7]=1.F[C:35]1C=CC([N+]([O-])=O)=C(C)C=1>>[NH2:1][C:2](=[N:8][C:9]1[CH:14]=[CH:13][C:12]([N:15]2[CH2:16][CH2:17][N:18]([C:21]([NH:23][CH2:24][CH2:25][CH2:26][CH2:27][CH:28]3[CH2:32][CH2:31][S:30][S:29]3)=[O:22])[CH2:19][CH2:20]2)=[CH:11][C:10]=1[CH3:35])[C:3]1[S:4][CH:5]=[CH:6][CH:7]=1. Procedure details: The experimental protocol used is the same as that described for the compound of Example 6, 5-fluoro-2-nitrotoluene replacing 2-fluoro-5-nitrotoluene. A white solid product is obtained (yield 16%). Melting point: 169.4-170.9° C. Starting materials: CN(CCCCCCCCCCCN1C(C=2C(C1=O)=CC=CC2)=O)C (N,N-Dimethyl N-(11-phthalimidoundecyl)amine), O.NN (hydrazine hydrate). Solvent: C(C)O (ethanol), Cl (hydrochloric acid). The product is CN(CCCCCCCCCCCN)C (N,N-dimethyl-N-(11-aminoundecyl)-amine). As a reaction SMILES: [CH3:1][N:2]([CH3:25])[CH2:3][CH2:4][CH2:5][CH2:6][CH2:7][CH2:8][CH2:9][CH2:10][CH2:11][CH2:12][CH2:13][N:14]1C(=O)C2=CC=CC=C2C1=O.O.NN>C(O)C.Cl>[CH3:25][N:2]([CH3:1])[CH2:3][CH2:4][CH2:5][CH2:6][CH2:7][CH2:8][CH2:9][CH2:10][CH2:11][CH2:12][CH2:13][NH2:14] |f:1.2|. Reported procedure: N,N-Dimethyl N-(11-phthalimidoundecyl)amine (22.9 g) (Example 11) was added to hydrazine hydrate (3.54 g) in ethanol (200 ml), and refluxed for 7 hours. The solvent was removed leaving a white solid, which was partially dissolved in dilute hydrochloric acid and filtered. The pH of the filtrate was adjusted to pH 14 using NaOH (1M) whereupon a brown oil separated from the aqueous phase and was extracted with ether. The organic extract was dried and evaporated to give N,N-dimethyl-N-(11-aminoundec... Yield: 66.7%.